From a dataset of the Open Reaction Database (ORD), a public repository of structured organic reaction records. describe an organic reaction: reactants, conditions, products, and yield Reactants: COC(=O)C(N)Cc1c[nH]cn1, ClC(Cl)Cl, O=C(Cl)Cl, c1ccncc1. The product is COC(=O)C1Cc2cncn2C(=O)N1. As a reaction SMILES: [CH3:1][O:2][C:3]([CH:4]([NH2:5])[CH2:6][c:7]1[cH:8][nH:9][cH:10][n:11]1)=[O:12].[CH:23]([Cl:24])([Cl:25])[Cl:26].[Cl:19][C:20]([Cl:21])=[O:22].[cH:13]1[cH:14][cH:15][n:16][cH:17][cH:18]1>>[CH3:1][O:2][C:3]([CH:4]1[NH:5][C:20](=[O:22])[n:11]2[c:7]([cH:8][n:9][cH:10]2)[CH2:6]1)=[O:12]. Reactants: CN1C(=NN=C1SC)C=1SC=CC1 (4-methyl-5-methylthio-3-(2-thienyl)-4H-1,2,4-triazole), ClC=1C=C(C(=O)OO)C=CC1 (m-chloroperoxybenzoic acid). The solvent is C(Cl)Cl (CH2Cl2). Run at time 8 hour. Yields the product S1C(=CC=C1)C1=NN=C(N1C)S(=O)C (3-(2-Thienyl)-4-methyl-5-methylsulfinyl-4H-1,2,4-triazole). RXN SMILES: [CH3:1][N:2]1[C:6]([S:7][CH3:8])=[N:5][N:4]=[C:3]1[C:9]1[S:10][CH:11]=[CH:12][CH:13]=1.ClC1C=C(C=CC=1)C(OO)=[O:19]>C(Cl)Cl>[S:10]1[CH:11]=[CH:12][CH:13]=[C:9]1[C:3]1[N:2]([CH3:1])[C:6]([S:7]([CH3:8])=[O:19])=[N:5][N:4]=1. Procedure: To a stirred, 0° C., solution of 4-methyl-5-methylthio-3-(2-thienyl)-4H-1,2,4-triazole (4.85 g, 2.29×10-2 mole) and CH2Cl2 (170 ml) was added portionwise m-chloroperoxybenzoic acid (4.95 g, 2.29×10-2 mole). After stirring at room temperature overnight the reaction was washed two times with saturated aqueous NaHCO3 and one time with saturated aqueous NaCl, and dried over anhydrous N2SO4. The drying agent was removed by filtration and the filtrate was evaporated at reduced pressure yielding an off... Reactants: N (ammonia), C(C)OC(C(C(=O)OCC)(N1C=CC=C1)CC(=O)O)=O (2-carboxymethyl-2-(pyrrol-1-yl)-malonic acid diethyl ester), ON1C(CCC1=O)=O (N-hydroxysuccinimide), Cl.C(C)N=C=NCCCN(C)C (1-ethyl-3-(3-dimethylaminopropyl)carbodiimide hydrochloride). Run in C(C)#N (acetonitrile), ClCCl (dichloromethane). Reaction conditions: temperature 25 celsius, time 1 hour. The product is C(C)OC(C(C(=O)OCC)(N1C=CC=C1)CC(N)=O)=O (2-carbamoylmethyl-2-(pyrrol-1-yl)-malonic acid diethyl ester). Isolated yield 80.8%. As a reaction SMILES: [CH2:1]([O:3][C:4](=[O:20])[C:5]([CH2:16][C:17](O)=[O:18])([N:11]1[CH:15]=[CH:14][CH:13]=[CH:12]1)[C:6]([O:8][CH2:9][CH3:10])=[O:7])[CH3:2].O[N:22]1C(=O)CCC1=O.Cl.C(N=C=NCCCN(C)C)C.N>ClCCl.C(#N)C>[CH2:1]([O:3][C:4](=[O:20])[C:5]([CH2:16][C:17](=[O:18])[NH2:22])([N:11]1[CH:15]=[CH:14][CH:13]=[CH:12]1)[C:6]([O:8][CH2:9][CH3:10])=[O:7])[CH3:2] |f:2.3|. Procedure: A mixture of 2-carboxymethyl-2-(pyrrol-1-yl)-malonic acid diethyl ester (36.0 g), N-hydroxysuccinimide (16.1 g) and 1-ethyl-3-(3-dimethylaminopropyl)carbodiimide hydrochloride (29.2 g) in dichloromethane (200 ml) was stirred at 25° C. for 1 hour, followed by addition of 7.8% (w/w) ammonia in acetonitrile (110 ml). The resulting mixture was stirred at 25° C. for 1 hour and concentrated under reduced pressure at the same temperature. The residue was dissolved in ethyl acetate. The solution was was... The reactants are O=C(Cl)c1ccccc1, Cc1nnc(NC(C)C)s1, c1ccncc1. Product: Cc1nnc(N(C(=O)c2ccccc2)C(C)C)s1. RXN SMILES: [C:11]([c:12]1[cH:13][cH:14][cH:15][cH:16][cH:17]1)(=[O:18])[Cl:19].[CH3:1][c:2]1[n:3][n:4][c:5]([NH:7][CH:8]([CH3:9])[CH3:10])[s:6]1.[cH:20]1[cH:21][cH:22][n:23][cH:24][cH:25]1>>[CH3:1][c:2]1[n:3][n:4][c:5]([N:7]([CH:8]([CH3:9])[CH3:10])[C:11]([c:12]2[cH:13][cH:14][cH:15][cH:16][cH:17]2)=[O:18])[s:6]1. Starting materials: O (water), FC1=NC=C(C=C1)OCOC (2-fluoro-5-methoxymethoxy-pyridine), II (iodine), C(C)(C)(C)[Li] (tert-butyllithium). Solvent: C1CCOC1 (THF). Run at time 1 hour. The product is FC1=NC=C(C(=C1)I)OCOC (2-Fluoro-4-iodo-5-methoxymethoxy-pyridine). Yield: 52.8%. RXN SMILES: [F:1][C:2]1[CH:7]=[CH:6][C:5]([O:8][CH2:9][O:10][CH3:11])=[CH:4][N:3]=1.C([Li])(C)(C)C.[I:17]I.O>C1COCC1>[F:1][C:2]1[CH:7]=[C:6]([I:17])[C:5]([O:8][CH2:9][O:10][CH3:11])=[CH:4][N:3]=1. Reported procedure: Cool a solution of 2-fluoro-5-methoxymethoxy-pyridine (4.1 g, 26.1 mmol) in THF (60 mL) to −75° C. Add tert-butyllithium (1.7 M in pentane, 30.4 mL, 51.66 mmol) over a period of 30 min. Stir the mixture for an additional half an hour. Add iodine (9.8 g, 38.61 mmol, dissolved in 60 mL of tetrahydrofuran). Stir for 1 hour after the addition is complete. Allow the temperature to rise to room temperature over 1 hour while stirring. Treat the mixture with water. Extract the solution with ethyl acetat... Reactants: C(C)OC(=O)[C@@H]1CC[C@H](CC1)NC1=NC=CC(=N1)N1N=CC2=CC=CC=C12 (trans-4-(4-indazol-1-ylpyrimidin-2-ylamino)-cyclohexanecarboxylic acid ethyl ester), [OH-].[Na+] (NaOH), C1CCOC1 (THF), Cl (HCl). Run in CO (MeOH). Conditions: time 8 hour. Yields the product N1(N=CC2=CC=CC=C12)C1=NC(=NC=C1)N[C@@H]1CC[C@H](CC1)C(=O)O (trans-4-(4-indazol-1-yl-pyrimidin-2-ylamino)-cyclohexanecarboxylic acid). Yield: 102.8%. Reaction SMILES: C([O:3][C:4]([C@H:6]1[CH2:11][CH2:10][C@H:9]([NH:12][C:13]2[N:18]=[C:17]([N:19]3[C:27]4[C:22](=[CH:23][CH:24]=[CH:25][CH:26]=4)[CH:21]=[N:20]3)[CH:16]=[CH:15][N:14]=2)[CH2:8][CH2:7]1)=[O:5])C.[OH-].[Na+].C1COCC1.Cl>CO>[N:19]1([C:17]2[CH:16]=[CH:15][N:14]=[C:13]([NH:12][C@H:9]3[CH2:8][CH2:7][C@H:6]([C:4]([OH:5])=[O:3])[CH2:11][CH2:10]3)[N:18]=2)[C:27]2[C:22](=[CH:23][CH:24]=[CH:25][CH:26]=2)[CH:21]=[N:20]1 |f:1.2|. Procedure details: A mixture of trans-4-(4-indazol-1-ylpyrimidin-2-ylamino)-cyclohexanecarboxylic acid ethyl ester (2.88 g, 7.9 mmol), aqueous NaOH (2 M, 65 mL) and THF (65 mL) was stirred overnight. MeOH (40 mL) was added, and the reaction mixture stirred for an additional 105 min. Aqueous HCl (1M) was added to reach pH 3, and the resulting solid collected by filtration to give trans-4-(4-indazol-1-yl-pyrimidin-2-ylamino)-cyclohexanecarboxylic acid (2.739 g) without further purification. The product is CN1[C@H](C(=O)O)C[C@H](C1)O (trans -N-Methyl-4-hydroxy-L-proline). As a reaction SMILES: [OH:1][C@H:2]1[CH2:6][NH:5][C@H:4]([C:7]([OH:9])=[O:8])[CH2:3]1.[CH2:10]=O>O.[Pd]>[CH3:10][N:5]1[CH2:6][C@H:2]([OH:1])[CH2:3][C@H:4]1[C:7]([OH:9])=[O:8]. Reagents/catalysts: [Pd] (palladium on carbon). Conditions: time 24 hour. Run in O (water). Yield: 98.3%. Reactants: O[C@@H]1C[C@H](NC1)C(=O)O (trans-4-hydroxy-L-proline), C=O (formaldehyde). Reported procedure: To 40 g (305 mmol) of trans-4-hydroxy-L-proline in 80 ml of water was added 80 ml of 30% aqueous formaldehyde solution and 7.0 g of 5% palladium on carbon catalyst (50% wet), and the mixture was hydrogenated at 50 psig using a Parr Shaker. After 24 hours, the catalyst was recovered by filtration over diatomaceous earth and the filtrate evaporated under reduced pressure to provide 43.5 g (98.3%) of title product; mp 140°-142° C. (decomposition); 1H-NMR (D2O): 4.65 (m, 1H), 4.20 (dd, 1H), 3.97 (dd... Starting materials: [C-]#N.[K+] (potassium cyanide), C(O)(O)=O.[NH4+].C([O-])([O-])=O.C(O)(O)=O.[NH4+] (ammonium sesquicarbonate), O (water), ClC=1C=C(C=CC1Cl)CC(C)=O (3,4-dichlorophenylacetone). Run in C(C)O (ethanol). Run at temperature 40 celsius. Yields the product ClC=1C=C(CC2(C(NC(N2)=O)=O)C)C=CC1Cl ((+/-)-5-(3,4-dichlorobenzyl)-5-methylhydantoin). RXN SMILES: [Cl:1][C:2]1[CH:3]=[C:4]([CH2:9][C:10](=O)[CH3:11])[CH:5]=[CH:6][C:7]=1[Cl:8].[C-]#N.[K+].[C:16](=[O:19])(O)O.[NH4+:20].[C:21](=[O:24])([O-])[O-].C(=O)(O)O.[NH4+:29].O>C(O)C>[Cl:1][C:2]1[CH:3]=[C:4]([CH:5]=[CH:6][C:7]=1[Cl:8])[CH2:9][C:10]1([CH3:11])[NH:29][C:21](=[O:24])[NH:20][C:16]1=[O:19] |f:1.2,3.4.5.6.7|. Procedure details: 160.0 g (0.79 mol) of 3,4-dichlorophenylacetone in 700 ml of ethanol are introduced into a reactor, and the mixture is heated to 40° C. to obtain dissolution. 53.0 g (0.81 mol) of potassium cyanide, 149.0 g of ammonium sesquicarbonate and 700 ml of water are then added.